This data is from the Open Reaction Database (ORD), a public repository of structured organic reaction records. The task is: describe an organic reaction: reactants, conditions, products, and yield The reactants are O=C(C=CC1C(C2(OCCO2)CC1)CCCCCCC(=O)O[Si](C)(C)C)COCCC (trimethylsilyl 7-{7-(3-oxo-4-propoxybut-1-enyl)-1,4-dioxaspiro[4,4]non-6-yl}heptanoate), CI (methyl iodide), C[Mg]I (methyl magnesium iodide), C[Mg]I (methyl magnesium iodide), [Mg] (magnesium), [Cl-].[NH4+] (ammonium chloride). The solvent is C(C)OCC (diethyl ether), C(C)OCC (diethyl ether), C(C)OCC (diethyl ether), C(C)OCC (diethyl ether). Reaction conditions: time 30 minute. The product is OC(C=CC1C(C2(OCCO2)CC1)CCCCCCC(=O)O)(COCCC)C (7-{7-(3-hydroxy-3-methyl-4-propoxybut-1-enyl)-1,4-dioxaspiro[4,4]non-6-yl}heptanoic acid). Isolated yield 66.4%. Reaction SMILES: C[Mg]I.[CH3:4]I.[Mg].[O:7]=[C:8]([CH2:33][O:34][CH2:35][CH2:36][CH3:37])[CH:9]=[CH:10][CH:11]1[CH2:19][CH2:18][C:13]2([O:17][CH2:16][CH2:15][O:14]2)[CH:12]1[CH2:20][CH2:21][CH2:22][CH2:23][CH2:24][CH2:25][C:26]([O:28][Si](C)(C)C)=[O:27].[Cl-].[NH4+]>C(OCC)C>[OH:7][C:8]([CH3:4])([CH2:33][O:34][CH2:35][CH2:36][CH3:37])[CH:9]=[CH:10][CH:11]1[CH2:19][CH2:18][C:13]2([O:17][CH2:16][CH2:15][O:14]2)[CH:12]1[CH2:20][CH2:21][CH2:22][CH2:23][CH2:24][CH2:25][C:26]([OH:28])=[O:27] |f:4.5|. Reported procedure: A solution (1.66 ml.) of methyl magnesium iodide in diethyl ether [prepared in the manner well known in the art from methyl iodide (6 g.), magnesium (1.07 g.) and diethyl ether (20 ml.)] was added dropwise to a stirred solution of trimethylsilyl 7-{7-(3-oxo-4-propoxybut-1-enyl)-1,4-dioxaspiro[4,4]non-6-yl}heptanoate (0.67 g.) in diethyl ether (25 ml.) at room temperature. The mixture was stirred for 30 minutes and a further quantity of the solution of methyl magnesium iodide in diethyl ether (0.... Reactants: CC#N, [Na+], O=C([O-])O, O=P(Cl)(Cl)Cl, Oc1nc2cccnc2cc1-c1ccccc1. Product: Clc1nc2cccnc2cc1-c1ccccc1. Reaction SMILES: [CH3:23][C:24]#[N:25].[Na+:30].[O-:26][C:27]([OH:28])=[O:29].[P:18]([Cl:19])([Cl:20])([Cl:21])=[O:22].[c:1]1(-[c:7]2[c:8]([OH:17])[n:9][c:10]3[cH:11][cH:12][cH:13][n:14][c:15]3[cH:16]2)[cH:2][cH:3][cH:4][cH:5][cH:6]1>>[c:1]1(-[c:7]2[c:8]([Cl:20])[n:9][c:10]3[cH:11][cH:12][cH:13][n:14][c:15]3[cH:16]2)[cH:2][cH:3][cH:4][cH:5][cH:6]1. Procedure: To powdered potassium hydroxide (9.0 g, 0.12 mol) at 110° C. was added 2,4-dichlorophenol (19.0 g, 0.12 mol) in one portion. The mixture was stirred for 15 min. and a homogenous solution resulted. 4-Chloro-3-nitrobenzaldehyde (20.0 g, 0.11 mol) was added and the thick mixture was stirred at 110° C. for 1 h. After cooling to room temperature, the mixture was partitioned between 2M aqueous sodium hydroxide and ethyl acetate. The organic layer was separated, washed with brine and dried over magnesi... As a reaction SMILES: [OH-].[K+].[Cl:3][C:4]1[CH:9]=[C:8]([Cl:10])[CH:7]=[CH:6][C:5]=1[OH:11].Cl[C:13]1[CH:20]=[CH:19][C:16]([CH:17]=[O:18])=[CH:15][C:14]=1[N+:21]([O-:23])=[O:22]>>[Cl:3][C:4]1[CH:9]=[C:8]([Cl:10])[CH:7]=[CH:6][C:5]=1[O:11][C:13]1[CH:20]=[CH:19][C:16]([CH:17]=[O:18])=[CH:15][C:14]=1[N+:21]([O-:23])=[O:22] |f:0.1|. Isolated yield 78.6%. Yields the product ClC1=C(OC2=C(C=C(C=O)C=C2)[N+](=O)[O-])C=CC(=C1)Cl (4-(2,4-dichlorophenoxy)-3-nitrobenzaldehyde). Reaction conditions: time 15 minute. Starting materials: [OH-].[K+] (potassium hydroxide), ClC1=C(C=CC(=C1)Cl)O (2,4-dichlorophenol), ClC1=C(C=C(C=O)C=C1)[N+](=O)[O-] (4-Chloro-3-nitrobenzaldehyde). Reactants: COC1=C(C(=C(C(=C1OC)OCOC)C)C=CC=CCO)OCOC (2,3-dimethoxy-5-methyl-1,4-bismethoxymethyloxy-6-(5-hydroxy-1,3-pentadienyl)benzene). The reagents and catalysts are [O-2].[O-2].[Mn+4] (manganese dioxide). Solvent: C(Cl)Cl (methylene chloride). The product is COC1=C(C(=C(C(=C1OC)OCOC)C)C=CC=CC=O)OCOC (2,3-dimethoxy-5-methyl-1,4-bismethoxymethyloxy-6-(4-formyl-1,3-butadienyl)benzene). Yield: 93.0%. Reaction SMILES: [CH3:1][O:2][C:3]1[C:8]([O:9][CH3:10])=[C:7]([O:11][CH2:12][O:13][CH3:14])[C:6]([CH3:15])=[C:5]([CH:16]=[CH:17][CH:18]=[CH:19][CH2:20][OH:21])[C:4]=1[O:22][CH2:23][O:24][CH3:25]>C(Cl)Cl.[O-2].[O-2].[Mn+4]>[CH3:1][O:2][C:3]1[C:8]([O:9][CH3:10])=[C:7]([O:11][CH2:12][O:13][CH3:14])[C:6]([CH3:15])=[C:5]([CH:16]=[CH:17][CH:18]=[CH:19][CH:20]=[O:21])[C:4]=1[O:22][CH2:23][O:24][CH3:25] |f:2.3.4|. Procedure: The alcohol compound (4.85 g, 13.7 mmol) prepared as above was dissolved in methylene chloride and the mixture was oxidized with active manganese dioxide (14.6 g) at room temperature for 2 hours. Working up in usual way gave 2,3-dimethoxy-5-methyl-1,4-bismethoxymethyloxy-6-(4-formyl-1,3-butadienyl)benzene [oily substance, δ 2.30 (3H), 3.49 (3H), 3.58 (3H), 3.86 (3H), 3.89 (3H), 5.06 (4H), 6.23 (1H), 7.0-7.4 (3H), 9.65 (1H)]. Yield 93%. Conditions: time 2 hour. Product: C(C)C1OC2=CC=CC=C2CC1 (2-ethyl-3,4-dihydro-2H-chromene). Starting materials: [NH4+].[Cl-] (NH4Cl), C[Mg+].[Br-] (MeMgBr), FC(S(=O)(=O)OCC1OC2=CC=CC=C2CC1)(F)F (3,4-dihydro-2H-chromen-2-ylmethyl trifluoromethanesulfonate), CuBr Me2S. Run in O (water), C1CCOC1 (THF). Yield: 90.0%. Reported procedure: MeMgBr (45.6 mL, 137 mmol, 3M in ether) was added to a mixture of the title compound from Step 2 (13.5 g, 45.6 mmol) and CuBr-Me2S (1.61 g, 7.74 mmol) in THF (150 mL) at −5° C. The reactions was stirred at rt for 2 h. It was then poured onto a solution of NH4Cl (55 g, 1.04 mol) in water (200 mL) and extracted with DCM (3×150 mL). The organic layer was dried over Na2SO4, filtered and concentrated under reduced pressure to give the title compound (6.66 g, 90%) as a brown oil. 1H NMR (400 MHz, CDCl... RXN SMILES: [CH3:1][Mg+].[Br-].FC(F)(F)S(O[CH2:10][CH:11]1[CH2:20][CH2:19][C:18]2[C:13](=[CH:14][CH:15]=[CH:16][CH:17]=2)[O:12]1)(=O)=O.[NH4+].[Cl-]>C1COCC1.O>[CH2:10]([CH:11]1[CH2:20][CH2:19][C:18]2[C:13](=[CH:14][CH:15]=[CH:16][CH:17]=2)[O:12]1)[CH3:1] |f:0.1,3.4|. Reactants: OC1=C(OC2=CC(=CC=C2C1=O)I)C1=CC(=C(C(=C1)OC)OCC1=CC=CC=C1)OC (3-hydroxy-7-iodo-(4-benzyloxy-3,5-dimethoxyphenyl)-chromen-4-one), C([O-])([O-])=O.[K+].[K+] (potassium carbonate), [I-].[K+] (potassium iodide), C(C1=CC=CC=C1)Cl (benzyl chloride). The solvent is CC(=O)C (acetone). The product is C(C1=CC=CC=C1)OC1=C(OC2=CC(=CC=C2C1=O)I)C1=CC(=C(C(=C1)OC)OCC1=CC=CC=C1)OC (3-Benzyloxy-7-iodo-2-(4-benzyloxy-3,5-dimethoxyphenyl)chromen-4-one). Isolated yield 103.3%. RXN SMILES: [OH:1][C:2]1[C:11](=[O:12])[C:10]2[C:5](=[CH:6][C:7]([I:13])=[CH:8][CH:9]=2)[O:4][C:3]=1[C:14]1[CH:19]=[C:18]([O:20][CH3:21])[C:17]([O:22][CH2:23][C:24]2[CH:29]=[CH:28][CH:27]=[CH:26][CH:25]=2)=[C:16]([O:30][CH3:31])[CH:15]=1.C(=O)([O-])[O-].[K+].[K+].[I-].[K+].[CH2:40](Cl)[C:41]1[CH:46]=[CH:45][CH:44]=[CH:43][CH:42]=1>CC(C)=O>[CH2:40]([O:1][C:2]1[C:11](=[O:12])[C:10]2[C:5](=[CH:6][C:7]([I:13])=[CH:8][CH:9]=2)[O:4][C:3]=1[C:14]1[CH:15]=[C:16]([O:30][CH3:31])[C:17]([O:22][CH2:23][C:24]2[CH:25]=[CH:26][CH:27]=[CH:28][CH:29]=2)=[C:18]([O:20][CH3:21])[CH:19]=1)[C:41]1[CH:46]=[CH:45][CH:44]=[CH:43][CH:42]=1 |f:1.2.3,4.5|. Reported procedure: A stirring suspension of 3-hydroxy-7-iodo-(4-benzyloxy-3,5-dimethoxyphenyl)-chromen-4-one (5 g, 9 mmol), potassium carbonate (6.2 g, 45 mmol, 4.8 equ), potassium iodide (0.64 A, 4 mmol, 0.4 equ) and benzyl chloride (1.7 ml, 15 mmol, 1.6 equ) in acetone (150 ml) under nitrogen was heated to reflux for 19 hours. The reaction was filtered and the filtrate concentrated in vacuo to give an cream solid. This solid was recrystallised from isopropanol to give 35 (5.77 g, 99%) as a white solid.